From a dataset of the Open Reaction Database (ORD), a public repository of structured organic reaction records. describe an organic reaction: reactants, conditions, products, and yield Reactants: CC1=C(C2=C(OCC2)C(=C1C)C)C=O (2,3-dihydro-5,6,7-trimethylbenzo[b]furan-4-carboxaldehyde), ( i ). The solvent is CC(=O)C (acetone). Product: CC1=C(C2=C(OCC2)C(=C1C)C)C=CC(C)=O (1-(2,3-Dihydro-5,6,7-trimethylbenzo[b]furan-4-yl)but-1-en-3-one). Reaction SMILES: [CH3:1][C:2]1[C:10]([CH3:11])=[C:9]([CH3:12])[C:5]2[O:6][CH2:7][CH2:8][C:4]=2[C:3]=1[CH:13]=O>CC(C)=O>[CH3:1][C:2]1[C:10]([CH3:11])=[C:9]([CH3:12])[C:5]2[O:6][CH2:7][CH2:8][C:4]=2[C:3]=1[CH:13]=[CH:4][C:5](=[O:6])[CH3:9]. Reported procedure: 1-(2,3-Dihydro-5,6,7-trimethylbenzo[b]furan-4-yl)but-1-en-3-one was prepared from 2,3-dihydro-5,6,7-trimethylbenzo[b]furan-4-carboxaldehyde and acetone following essentially the same procedure as that described in Example 1 part (i), and was obtained as a brown oil.